This data is from the Open Reaction Database (ORD), a public repository of structured organic reaction records. The task is: describe an organic reaction: reactants, conditions, products, and yield The reactants are O=C([O-])[O-], CN(CCCN(C)c1nc2ccccc2[nH]1)C(=O)OC(C)(C)C, CN(C)C=O, Fc1ccc(CCl)cc1, [K+], [K+], O. Yields the product CN(CCCN(C)c1nc2ccccc2n1Cc1ccc(F)cc1)C(=O)OC(C)(C)C. RXN SMILES: [C:33](=[O:34])([O-:35])[O-:36].[CH3:1][N:2]([CH2:3][CH2:4][CH2:5][N:6]([C:7](=[O:8])[O:9][C:10]([CH3:11])([CH3:12])[CH3:13])[CH3:14])[c:15]1[nH:16][c:17]2[c:18]([n:19]1)[cH:20][cH:21][cH:22][cH:23]2.[CH3:39][N:40]([CH3:41])[CH:42]=[O:43].[F:24][c:25]1[cH:26][cH:27][c:28]([CH2:29][Cl:30])[cH:31][cH:32]1.[K+:37].[K+:38].[OH2:44]>>[CH3:1][N:2]([CH2:3][CH2:4][CH2:5][N:6]([C:7](=[O:8])[O:9][C:10]([CH3:11])([CH3:12])[CH3:13])[CH3:14])[c:15]1[n:16]([CH2:29][c:28]2[cH:27][cH:26][c:25]([F:24])[cH:32][cH:31]2)[c:17]2[c:18]([n:19]1)[cH:20][cH:21][cH:22][cH:23]2. Reactants: FC=1C=C(C=CC1)C1OC2=CC=C(C=C2C(C1)=O)O (2-(3-fluorophenyl)-6-hydroxychroman-4-one), OC1=C(C=C(C=C1)O)C(C)=O (2′,5′-dihydroxyacetophenone), FC1=C(C=O)C=CC=C1 (2-fluorobenzaldehyde). Yields the product FC1=C(C=CC=C1)C1OC2=CC=C(C=C2C(C1)=O)O (2-(2-Fluorophenyl)-6-hydroxychroman-4-one). Reaction SMILES: F[C:2]1[CH:3]=[C:4]([CH:8]2[CH2:17][C:16](=[O:18])[C:15]3[C:10](=[CH:11][CH:12]=[C:13]([OH:19])[CH:14]=3)[O:9]2)[CH:5]=[CH:6][CH:7]=1.OC1C=CC(O)=CC=1C(=O)C.[F:31]C1C=CC=CC=1C=O>>[F:31][C:5]1[CH:6]=[CH:7][CH:2]=[CH:3][C:4]=1[CH:8]1[CH2:17][C:16](=[O:18])[C:15]2[C:10](=[CH:11][CH:12]=[C:13]([OH:19])[CH:14]=2)[O:9]1. Reported procedure: 2-(2-Fluorophenyl)-6-hydroxychroman-4-one was prepared as described for 2-(3-fluorophenyl)-6-hydroxychroman-4-one in Example 9(a) starting from 2.0 g of 2′,5′-dihydroxyacetophenone and 1.4 ml of 2-fluorobenzaldehyde. The product was recrystallised from acetic acid. 1H NMR (400 MHz, d6-DMSO) δ: 9.45 (s, 1H), 7.67 (m, 1H), 7.47 (m, 1H), 7.32-7.25 (m, 2H), 7.14 (d, 1H, J 3.0 Hz), 7.04 (dd, 1H, J 8.9, 3.0 Hz), 6.95 (d, 1H, J 8.9 Hz), 5.77 (dd, 1H, J 13.5, 2.8 Hz), 3.26 (dd, 1H, J −16.9, 13.5 Hz), 2.... Reactants: NCC(CO)O (3-Aminopropane-1,2-diol), C1(=CC=C(C=C1)S(=O)(=O)O)C (toluene-4-sulfonic acid). The solvent is C(C)OC(=O)C.Cl (EtOAc—HCl), COC(C)(C)OC (2,2-dimethoxy-propane). Conditions: time 30 minute. Yields the product CC1(OCC(O1)CN)C ((2,2-dimethyl-1,3-dioxolan-4-yl)methanamine). Isolated yield 533.6%. RXN SMILES: [NH2:1][CH2:2][CH:3]([OH:6])[CH2:4][OH:5].[C:7]1(C)[CH:12]=CC(S(O)(=O)=O)=C[CH:8]=1>C(OC(C)=O)C.Cl.COC(OC)(C)C>[CH3:8][C:7]1([CH3:12])[O:6][CH:3]([CH2:2][NH2:1])[CH2:4][O:5]1 |f:2.3|. Procedure details: 3-Aminopropane-1,2-diol (400 mg, 4.4 mmol) was dissolved in EtOAc—HCl (20 mL). And the reaction mixture was stirred at r.t. for 30 min. The reaction mixture was concentrated in vacuo to get to the white solid. The white solid was added in 2,2-dimethoxy-propane (10 mL) and toluene-4-sulfonic acid (86 mg, 0.5 mmol) was added into the mixture. The reaction mixture was stirred at 60° C. for 12 h. The reaction mixture was concentrated in vacuo, washed by acetone to give (2,2-dimethyl-1,3-dioxolan-4-y... Starting materials: BrC=1C(C(OC1C1=CC=C(C=C1)S(=O)(=O)C)(C)C)=O (4-bromo-2,2-dimethyl-5-{4-(methylsulfonyl)phenyl}-3(2H)-furanone), C([O-])([O-])=O.[Na+].[Na+] (sodium carbonate), C(C)(=O)C=1C=C(C=CC1)B(O)O (3-acetylbenzeneboronic acid). The reagents and catalysts are C=1C=CC(=CC1)[P](C=2C=CC=CC2)(C=3C=CC=CC3)[Pd]([P](C=4C=CC=CC4)(C=5C=CC=CC5)C=6C=CC=CC6)([P](C=7C=CC=CC7)(C=8C=CC=CC8)C=9C=CC=CC9)[P](C=1C=CC=CC1)(C=1C=CC=CC1)C=1C=CC=CC1 (tetrakis(triphenylphosphine)palladium(0)). Run in C1(=CC=CC=C1)C (toluene), C(C)O (ethanol). Conditions: temperature 90 celsius, time 12 hour. The product is C(C)(=O)C=1C=C(C=CC1)C=1C(C(OC1C1=CC=C(C=C1)S(=O)(=O)C)(C)C)=O (4-(3-acetylphenyl)-2,2-dimethyl-5-{4-(methylsulfonyl)phenyl}-3(2H)-furanone). Isolated yield 52.8%. As a reaction SMILES: Br[C:2]1[C:3](=[O:19])[C:4]([CH3:18])([CH3:17])[O:5][C:6]=1[C:7]1[CH:12]=[CH:11][C:10]([S:13]([CH3:16])(=[O:15])=[O:14])=[CH:9][CH:8]=1.C(=O)([O-])[O-].[Na+].[Na+].[C:26]([C:29]1[CH:30]=[C:31](B(O)O)[CH:32]=[CH:33][CH:34]=1)(=[O:28])[CH3:27]>C1(C)C=CC=CC=1.C(O)C.C1C=CC([P]([Pd]([P](C2C=CC=CC=2)(C2C=CC=CC=2)C2C=CC=CC=2)([P](C2C=CC=CC=2)(C2C=CC=CC=2)C2C=CC=CC=2)[P](C2C=CC=CC=2)(C2C=CC=CC=2)C2C=CC=CC=2)(C2C=CC=CC=2)C2C=CC=CC=2)=CC=1>[C:26]([C:29]1[CH:34]=[C:33]([C:2]2[C:3](=[O:19])[C:4]([CH3:18])([CH3:17])[O:5][C:6]=2[C:7]2[CH:12]=[CH:11][C:10]([S:13]([CH3:16])(=[O:15])=[O:14])=[CH:9][CH:8]=2)[CH:32]=[CH:31][CH:30]=1)(=[O:28])[CH3:27] |f:1.2.3,^1:51,53,72,91|. Procedure: To a stirred solution of 4-bromo-2,2-dimethyl-5-{4-(methylsulfonyl)phenyl}-3(2H)-furanone (170 mg) in 30 ml toluene and 10 ml ethanol, were added 25 mg of tetrakis(triphenylphosphine)palladium(0), 10 ml of saturated aqueous sodium carbonate, and 130 mg of 3-acetylbenzeneboronic acid. The reaction solution was stirred at 90° C. for 12 hours. Then the solvent was removed under reduced pressure. The resulting residue was extracted with water and dichloromethane. The organic layer was concentrated i... Reactants: ClC=1C=C(C=CC1Cl)C(CBr)O (1-(3,4-dichlorophenyl)-2-bromoethanol), CC(C)(CC)N (2-methyl-2-butylamine). Solvent: C(C)O (ethanol). Conditions: time 48 hour. Yields the product Cl.ClC=1C=C(C=CC1Cl)C(CNC(C)(C)CC)O (1-(3,4-dichlorophenyl)-2-(tert-amylamino)ethanol hydrochloride). Yield: 78.0%. RXN SMILES: [Cl:1][C:2]1[CH:3]=[C:4]([CH:9]([OH:12])[CH2:10]Br)[CH:5]=[CH:6][C:7]=1[Cl:8].[CH3:13][C:14]([NH2:18])([CH2:16][CH3:17])[CH3:15]>C(O)C>[ClH:1].[Cl:1][C:2]1[CH:3]=[C:4]([CH:9]([OH:12])[CH2:10][NH:18][C:14]([CH2:16][CH3:17])([CH3:15])[CH3:13])[CH:5]=[CH:6][C:7]=1[Cl:8] |f:3.4|. Procedure: 27 g (0.1 mol) of 1-(3,4-dichlorophenyl)-2-bromoethanol are added in the cold state to a solution of 37.5 g (50 ml) (0.43 mol) of 2-methyl-2-butylamine, 100 ml of ethanol and 0.5 g of KI. After 48 hours in contact at 20° C. and 3 hours under reflux, the mixture is filtered, the filtrate is evaporated under vacuum, the residue is taken up with ether and the organic phase is washed with water. 200 ml of N HCl are added, and the product is drained and washed with 20 ml of cold water and with ether.... The reactants are CSC=1N=C(C2=C(N1)OC(=N2)C2=CC(=CC=C2)C)O (5-methylsulfanyl-2-(3-methyl-phenyl)-oxazolo[5,4-d]pyrimidin-7-ol), O (water), C([O-])([O-])=O.[K+].[K+] (potassium carbonate), BrCCC (1-bromo-propane). Run in CN(C=O)C (dimethylformamide). Conditions: temperature 60 celsius, time 5 hour. Product: CSC=1N(C(C2=C(N1)OC(=N2)C2=CC(=CC=C2)C)=O)CCC (5-methylsulfanyl-6-propyl-2-(3-methyl-phenyl)-6H-oxazolo[5,4-d]pyrimidin-7-one), CSC=1N=C(C2=C(N1)OC(=N2)C2=CC(=CC=C2)C)OCCC (5-Methylsulfanyl-7-propoxy-2-(3-methyl-phenyl)-oxazolo[5,4-d]pyrimidine). RXN SMILES: [CH3:1][S:2][C:3]1[N:4]=[C:5]([OH:19])[C:6]2[N:11]=[C:10]([C:12]3[CH:17]=[CH:16][CH:15]=[C:14]([CH3:18])[CH:13]=3)[O:9][C:7]=2[N:8]=1.C(=O)([O-])[O-].[K+].[K+].Br[CH2:27][CH2:28][CH3:29].O>CN(C)C=O>[CH3:1][S:2][C:3]1[N:4]([CH2:27][CH2:28][CH3:29])[C:5](=[O:19])[C:6]2[N:11]=[C:10]([C:12]3[CH:17]=[CH:16][CH:15]=[C:14]([CH3:18])[CH:13]=3)[O:9][C:7]=2[N:8]=1.[CH3:1][S:2][C:3]1[N:4]=[C:5]([O:19][CH2:27][CH2:28][CH3:29])[C:6]2[N:11]=[C:10]([C:12]3[CH:17]=[CH:16][CH:15]=[C:14]([CH3:18])[CH:13]=3)[O:9][C:7]=2[N:8]=1 |f:1.2.3|. Procedure: 7.1 g of 5-methylsulfanyl-2-(3-methyl-phenyl)-oxazolo[5,4-d]pyrimidin-7-ol were dissolved in 50 ml of dimethylformamide, and 14.4 g of potassium carbonate and then 3.2 g of 1-bromo-propane were added. The suspension was stirred at 60° C. for 5 h and then, after cooling, poured onto 150 ml of water. The precipitate was filtered off with suction. The obtained mixture of regioisomers was separated by silica gel chromatography (method SC1). Besides 2.3 g of 5-methylsulfanyl-6-propyl-2-(3-methyl-phen... Product: CC(C)(C)OC(=O)N1CCC(C(=O)N2CCN(Cc3ccccc3)CC2)CC1. Reactants: CC(C)(C)OC(=O)N1CCC(C(=O)ON2C(=O)CCC2=O)CC1, c1ccc(CN2CCNCC2)cc1, ClCCl. RXN SMILES: [C:14]([CH3:15])([CH3:16])([CH3:17])[O:18][C:19](=[O:20])[N:21]1[CH2:22][CH2:23][CH:24]([C:27](=[O:28])[O:29][N:30]2[C:31](=[O:32])[CH2:33][CH2:34][C:35]2=[O:36])[CH2:25][CH2:26]1.[CH2:1]([c:2]1[cH:3][cH:4][cH:5][cH:6][cH:7]1)[N:8]1[CH2:9][CH2:10][NH:11][CH2:12][CH2:13]1.[Cl:37][CH2:38][Cl:39]>>[CH2:1]([c:2]1[cH:3][cH:4][cH:5][cH:6][cH:7]1)[N:8]1[CH2:9][CH2:10][N:11]([C:27]([CH:24]2[CH2:23][CH2:22][N:21]([C:19]([O:18][C:14]([CH3:15])([CH3:16])[CH3:17])=[O:20])[CH2:26][CH2:25]2)=[O:28])[CH2:12][CH2:13]1.